From a dataset of the Open Reaction Database (ORD), a public repository of structured organic reaction records. describe an organic reaction: reactants, conditions, products, and yield The reactants are Cc1ccccc1, OB(O)c1ccc(F)cc1F, CN(C)c1ccnc(I)c1, [K+], [K+], O=C([O-])[O-], O, c1ccc(P(c2ccccc2)(c2ccccc2)[Pd](P(c2ccccc2)(c2ccccc2)c2ccccc2)(P(c2ccccc2)(c2ccccc2)c2ccccc2)P(c2ccccc2)(c2ccccc2)c2ccccc2)cc1. The product is CN(C)c1ccnc(-c2ccc(F)cc2F)c1. As a reaction SMILES: [CH3:28][c:29]1[cH:30][cH:31][cH:32][cH:33][cH:34]1.[F:11][c:12]1[c:13]([B:19]([OH:20])[OH:21])[cH:14][cH:15][c:16]([F:18])[cH:17]1.[I:1][c:2]1[n:3][cH:4][cH:5][c:6]([N:8]([CH3:9])[CH3:10])[cH:7]1.[K+:22].[K+:23].[O-:24][C:25]([O-:26])=[O:27].[OH2:35].[cH:36]1[cH:37][cH:38][c:39]([P:40]([Pd:41]([P:42]([c:43]2[cH:44][cH:45][cH:46][cH:47][cH:48]2)([c:49]2[cH:50][cH:51][cH:52][cH:53][cH:54]2)[c:55]2[cH:56][cH:57][cH:58][cH:59][cH:60]2)([P:61]([c:62]2[cH:63][cH:64][cH:65][cH:66][cH:67]2)([c:68]2[cH:69][cH:70][cH:71][cH:72][cH:73]2)[c:74]2[cH:75][cH:76][cH:77][cH:78][cH:79]2)[P:80]([c:81]2[cH:82][cH:83][cH:84][cH:85][cH:86]2)([c:87]2[cH:88][cH:89][cH:90][cH:91][cH:92]2)[c:93]2[cH:94][cH:95][cH:96][cH:97][cH:98]2)([c:99]2[cH:100][cH:101][cH:102][cH:103][cH:104]2)[c:105]2[cH:106][cH:107][cH:108][cH:109][cH:110]2)[cH:111][cH:112]1>>[c:2]1(-[c:13]2[c:12]([F:11])[cH:17][c:16]([F:18])[cH:15][cH:14]2)[n:3][cH:4][cH:5][c:6]([N:8]([CH3:9])[CH3:10])[cH:7]1. Starting materials: CCCCSc1c([N+](=O)[O-])cc(C(=O)O)cc1S(N)(=O)=O, Cc1ccccc1Sc1c([N+](=O)[O-])cc(C(=O)O)cc1S(N)(=O)=O. The product is Cc1ccccc1Sc1c(N)cc(C(=O)O)cc1S(N)(=O)=O. Reaction SMILES: [CH2:25]([S:26][c:27]1[c:28]([S:29](=[O:30])(=[O:31])[NH2:32])[cH:33][c:34]([C:35]([OH:36])=[O:37])[cH:38][c:39]1[N+:40]([O-:41])=[O:42])[CH2:43][CH2:44][CH3:45].[N+:1]([O-:2])(=[O:3])[c:4]1[cH:5][c:6]([C:7](=[O:8])[OH:9])[cH:10][c:11]([S:21]([NH2:22])(=[O:23])=[O:24])[c:12]1[S:13][c:14]1[c:15]([CH3:20])[cH:16][cH:17][cH:18][cH:19]1>>[NH2:1][c:4]1[cH:5][c:6]([C:7](=[O:8])[OH:9])[cH:10][c:11]([S:21]([NH2:22])(=[O:23])=[O:24])[c:12]1[S:13][c:14]1[c:15]([CH3:20])[cH:16][cH:17][cH:18][cH:19]1. Procedure details: A 600 ml autoclave containing a mixture of 1-ethenyl-cyclopentanol (172.0 g; 1.54 mol), isopropenyl methyl ether (218.8 g; 3.04 mol), triethylamine (1.65 ml) and 85% H3PO4 (0.72 ml) was pressurized with N2 at 2 bar and heated up to 125° C. An increase of the pressure to 7 bar was observed. After 14 hours stirring, the autoclave was cooled down to room temperature and depressurized. MTBE (1.5 1) was added to the mixture, washed with H2O (4×25 ml) until neutral pH, dried (MgSO4) and concentrated. ... Reaction SMILES: [CH:1]([C:3]1(O)[CH2:7][CH2:6][CH2:5][CH2:4]1)=[CH2:2].C[O:10][C:11]([CH3:13])=[CH2:12].OP(O)(O)=O.N#N>CC(OC)(C)C.C(N(CC)CC)C>[C:3]1(=[CH:1][CH2:2][CH2:12][C:11](=[O:10])[CH3:13])[CH2:7][CH2:6][CH2:5][CH2:4]1. Run at temperature 125 celsius, time 14 hour. Product: C1(CCCC1)=CCCC(C)=O (5-cyclopentylidenepentan-2-one). The yield is 68.8%. Solvent: CC(C)(C)OC (MTBE), C(C)N(CC)CC (triethylamine). Starting materials: N#N (N2), C(=C)C1(CCCC1)O (1-ethenyl-cyclopentanol), COC(=C)C (isopropenyl methyl ether), OP(=O)(O)O (H3PO4). The reactants are Cl.C(#N)C1(CCNCC1)C1=CC=CC=C1 (4-cyano-4-phenylpiperidine hydrochloride), ClCCCC1=NOC2=C1C=CC(=C2)F (3-(3-chloropropyl)-6-fluoro-1,2-benzisoxazole), C([O-])([O-])=O.[K+].[K+] (potassium carbonate). The reagents and catalysts are [I-].[K+] (potassium iodide). Run in CN(C=O)C (dimethylformamide). Run at temperature 90 celsius, time 3 hour. Yields the product Cl.C(#N)C1(CCN(CC1)CCCC1=NOC2=C1C=CC(=C2)F)C2=CC=CC=C2 (4-Cyano-1-[3-(6-fluoro-1,2-benzisoxazol-3-yl)propyl]-4-phenylpiperidine hydrochloride). Yield: 30.4%. Reaction SMILES: Cl.[C:2]([C:4]1([C:10]2[CH:15]=[CH:14][CH:13]=[CH:12][CH:11]=2)[CH2:9][CH2:8][NH:7][CH2:6][CH2:5]1)#[N:3].[Cl:16][CH2:17][CH2:18][CH2:19][C:20]1[C:24]2[CH:25]=[CH:26][C:27]([F:29])=[CH:28][C:23]=2[O:22][N:21]=1.C(=O)([O-])[O-].[K+].[K+]>[I-].[K+].CN(C)C=O>[ClH:16].[C:2]([C:4]1([C:10]2[CH:15]=[CH:14][CH:13]=[CH:12][CH:11]=2)[CH2:5][CH2:6][N:7]([CH2:17][CH2:18][CH2:19][C:20]2[C:24]3[CH:25]=[CH:26][C:27]([F:29])=[CH:28][C:23]=3[O:22][N:21]=2)[CH2:8][CH2:9]1)#[N:3] |f:0.1,3.4.5,6.7,9.10|. Procedure details: To 50 ml of dimethylformamide was added 4.4 g of 4-cyano-4-phenylpiperidine hydrochloride, 6.4 g of 3-(3-chloropropyl)-6-fluoro-1,2-benzisoxazole, 10 g of milled potassium carbonate, and 0.01 g of potassium iodide. After stirring at 90° C. for three hrs, the mixture was cooled, filtered, and the filtrate was evaporated to an oil. The oil was stirred with 100 ml of water for ten mins and then extracted with ether. The ether solution was washed with water (2x), saturated sodium chloride solution a... The reactants are C=O (formaldehyde), [OH-].[Na+] (sodium hydroxide), C(C1=CC=CC=C1)O[C@@H]1[C@H](O[C@@]([C@@H]([C@H]1OCC1=CC=CC=C1)OCC1=CC=CC=C1)(OC)C1=CC(=C(C=C1)Cl)CC1=CC(=C(C=C1)OCC)F)C=O ((2S,3S,4S,5R,6S)-3,4,5-tribenzyloxy-6-[4-chloro-3-[(4-ethoxy-3-fluoro-phenyl)methyl]phenyl]-6-methoxy-tetrahydropyran-2-carbaldehyde). The solvent is O1CCOCC1 (1,4-dioxane). Conditions: temperature 70 celsius, time 16 hour. Product: C(C1=CC=CC=C1)O[C@@H]1[C@](O[C@@]([C@@H]([C@H]1OCC1=CC=CC=C1)OCC1=CC=CC=C1)(OC)C1=CC(=C(C=C1)Cl)CC1=CC(=C(C=C1)OCC)F)(C=O)CO ((2S,3S,4S,5R,6S)-3,4,5-tribenzyloxy-6-[4-chloro-3-[(4-ethoxy-3-fluoro-phenyl)methyl]phenyl]-2-(hydroxymethyl)-6-methoxy-tetrahydropyran-2-carbaldehyde). As a reaction SMILES: [CH2:1]([O:8][C@H:9]1[C@H:14]([O:15][CH2:16][C:17]2[CH:22]=[CH:21][CH:20]=[CH:19][CH:18]=2)[C@@H:13]([O:23][CH2:24][C:25]2[CH:30]=[CH:29][CH:28]=[CH:27][CH:26]=2)[C@@:12]([C:33]2[CH:38]=[CH:37][C:36]([Cl:39])=[C:35]([CH2:40][C:41]3[CH:46]=[CH:45][C:44]([O:47][CH2:48][CH3:49])=[C:43]([F:50])[CH:42]=3)[CH:34]=2)([O:31][CH3:32])[O:11][C@@H:10]1[CH:51]=[O:52])[C:2]1[CH:7]=[CH:6][CH:5]=[CH:4][CH:3]=1.[CH2:53]=[O:54].[OH-].[Na+]>O1CCOCC1>[CH2:1]([O:8][C@H:9]1[C@H:14]([O:15][CH2:16][C:17]2[CH:22]=[CH:21][CH:20]=[CH:19][CH:18]=2)[C@@H:13]([O:23][CH2:24][C:25]2[CH:30]=[CH:29][CH:28]=[CH:27][CH:26]=2)[C@@:12]([C:33]2[CH:38]=[CH:37][C:36]([Cl:39])=[C:35]([CH2:40][C:41]3[CH:46]=[CH:45][C:44]([O:47][CH2:48][CH3:49])=[C:43]([F:50])[CH:42]=3)[CH:34]=2)([O:31][CH3:32])[O:11][C@:10]1([CH2:53][OH:54])[CH:51]=[O:52])[C:2]1[CH:7]=[CH:6][CH:5]=[CH:4][CH:3]=1 |f:2.3|. Procedure details: (2S,3S,4S,5R,6S)-3,4,5-tribenzyloxy-6-[4-chloro-3-[(4-ethoxy-3-fluoro-phenyl)methyl]phenyl]-6-methoxy-tetrahydropyran-2-carbaldehyde 4j (7.6 g, 10.45 mmol) was dissolved in 80 mL 1,4-dioxane, followed by addition of 15.8 mL 37% formaldehyde solution and sodium hydroxide (31.35 mL, 31.35 mmol) in turn. The reaction mixture was stirred for 16 hours at 70° C. Thereafter, the reaction mixture was extracted with ethyl acetate (50 mL×4) after 50 mL saturated sodium chloride solution were added. The or...